Task: describe an organic reaction: reactants, conditions, products, and yield. Dataset: the Open Reaction Database (ORD), a public repository of structured organic reaction records Reactants: FC1=C(C=C(CNC(=O)C2=CC(=NC=N2)C(=O)O)C=C1)C (6-(4-fluoro-3-methylbenzylcarbamoyl)pyrimidine-4-carboxylic acid), NCC1=CC=C(C=C1)CC(=O)OCC (ethyl (4-aminomethylphenyl)acetate), C1(CCCCC1)N=C=NC1CCCCC1 (dicyclohexylcarbodiimide), OC1=CC=CC=2NN=NC21 (hydroxybenzotriazole). Run in CN(C)C=O (DMF). Conditions: time 5 hour. The product is FC1=C(C=C(CNC(=O)C2=CC(=NC=N2)C(=O)NCC2=CC=C(C=C2)CC(=O)OCC)C=C1)C (Ethyl [4-({[6-(4-fluoro-3-methylbenzylcarbamoyl)pyrimidine-4-carbonyl]amino}methyl)phenyl]acetate). Isolated yield 127.3%. As a reaction SMILES: [F:1][C:2]1[CH:20]=[CH:19][C:5]([CH2:6][NH:7][C:8]([C:10]2[N:15]=[CH:14][N:13]=[C:12]([C:16]([OH:18])=O)[CH:11]=2)=[O:9])=[CH:4][C:3]=1[CH3:21].[NH2:22][CH2:23][C:24]1[CH:29]=[CH:28][C:27]([CH2:30][C:31]([O:33][CH2:34][CH3:35])=[O:32])=[CH:26][CH:25]=1.C1(N=C=NC2CCCCC2)CCCCC1.OC1C2N=NNC=2C=CC=1>CN(C=O)C>[F:1][C:2]1[CH:20]=[CH:19][C:5]([CH2:6][NH:7][C:8]([C:10]2[N:15]=[CH:14][N:13]=[C:12]([C:16]([NH:22][CH2:23][C:24]3[CH:29]=[CH:28][C:27]([CH2:30][C:31]([O:33][CH2:34][CH3:35])=[O:32])=[CH:26][CH:25]=3)=[O:18])[CH:11]=2)=[O:9])=[CH:4][C:3]=1[CH3:21]. Procedure: 1.3 g (4.5 mmol) of 6-(4-fluoro-3-methylbenzylcarbamoyl)pyrimidine-4-carboxylic acid and 1.042 g (5.4 mmol) of ethyl (4-aminomethylphenyl)acetate were dissolved in 30 ml of DMF, after which 1.02 g (4.9 mmol) of dicyclohexylcarbodiimide and 0.607 g (4.5 mmol) of hydroxybenzotriazole were added at 5° C. The mixture was stirred for 5 hours (h) and filtered with suction. The solvent was removed in vacuo and the residue was taken up in ethyl acetate; this solution was washed with a saturated aqueous ...